This data is from the Open Reaction Database (ORD), a public repository of structured organic reaction records. The task is: describe an organic reaction: reactants, conditions, products, and yield Reactants: CC(C)N(CC(=O)O)C(=O)OC(C)(C)C, CCN=C=NCCCN(C)C, ClCCl, CN(C)c1ccncc1, Cl, O=[N+]([O-])c1ccc(CO)cc1. Product: CC(C)N(CC(=O)OCc1ccc([N+](=O)[O-])cc1)C(=O)OC(C)(C)C. RXN SMILES: [C:1]([CH3:2])([CH3:3])([CH3:4])[O:5][C:6](=[O:7])[N:8]([CH:9]([CH3:10])[CH3:11])[CH2:12][C:13](=[O:14])[OH:15].[CH2:28]([N:29]=[C:30]=[N:31][CH2:32][CH2:33][CH2:34][N:35]([CH3:36])[CH3:37])[CH3:38].[CH2:39]([Cl:40])[Cl:41].[CH3:42][N:43]([CH3:44])[c:45]1[cH:46][cH:47][n:48][cH:49][cH:50]1.[ClH:27].[N+:16](=[O:17])([O-:18])[c:19]1[cH:20][cH:21][c:22]([CH2:23][OH:24])[cH:25][cH:26]1>>[C:1]([CH3:2])([CH3:3])([CH3:4])[O:5][C:6](=[O:7])[N:8]([CH:9]([CH3:10])[CH3:11])[CH2:12][C:13]([O:14][CH2:23][c:22]1[cH:21][cH:20][c:19]([N+:16](=[O:17])[O-:18])[cH:26][cH:25]1)=[O:15].